From a dataset of the Open Reaction Database (ORD), a public repository of structured organic reaction records. describe an organic reaction: reactants, conditions, products, and yield Starting materials: COC([C@@H](NC(C)=O)CC(C)C)=O (N-acetylleucine methyl ester), P12(=S)SP3(=S)SP(=S)(S1)SP(=S)(S2)S3 (phosphorus pentasulfide), [OH-].[K+] (potassium hydroxide). Run in C(Cl)(Cl)Cl (chloroform). Product: CC=1SC(=C(N1)CC(C)C)OC (2-Methyl-5-Methoxy-4-Isobutylthiazole). Reaction SMILES: [CH3:1][O:2][C:3](=O)[C@H:4]([CH2:9][CH:10]([CH3:12])[CH3:11])[NH:5][C:6](=O)[CH3:7].P12(SP3(SP(SP(S3)(S1)=S)(=S)S2)=S)=[S:15].[OH-].[K+]>C(Cl)(Cl)Cl>[CH3:7][C:6]1[S:15][C:3]([O:2][CH3:1])=[C:4]([CH2:9][CH:10]([CH3:12])[CH3:11])[N:5]=1 |f:2.3|. Procedure: A one-liter three necked flash equipped with a stirrer, condenser, and heating mantle is charged with 10 g (0.052 mole) of N-acetylleucine methyl ester and 14.5 g (0.062 mole) of phosphorus pentasulfide in 250 ml of chloroform, and the reaction mixture is refluxed for 24 hours while care is taken to exclude moisture. The reaction mixture is then cooled and made basic with 200 ml of 10% potassium hydroxide. The reactants are CC1=CC=C2C=CC=NC2=C1 (7-methylquinoline), ClC=1C=C(C(=O)OO)C=CC1 (3-chloroperoxybenzoic acid), [OH-].[Ca+2].[OH-] (calcium hydroxide). Solvent: ClCCl (dichloromethane). Conditions: time 2 hour. The product is CC1=CC=C2C=CC=[N+](C2=C1)[O-] (7-methylquinoline 1-oxide). Reaction SMILES: [CH3:1][C:2]1[CH:11]=[C:10]2[C:5]([CH:6]=[CH:7][CH:8]=[N:9]2)=[CH:4][CH:3]=1.ClC1C=C(C=CC=1)C(OO)=[O:17].[OH-].[Ca+2].[OH-]>ClCCl>[CH3:1][C:2]1[CH:11]=[C:10]2[C:5]([CH:6]=[CH:7][CH:8]=[N+:9]2[O-:17])=[CH:4][CH:3]=1 |f:2.3.4|. Reported procedure: To a solution of 7-methylquinoline (20.0 g, 140 mmol) in dichloromethane (700 mL) was added 3-chloroperoxybenzoic acid (50%, 62.6 g, 182 mmol) and stirred at room temperature for 2 h. Solid calcium hydroxide (13.4 g, 182 mmol) was added and 15 min later the mixture was filtered through celite, rinsed with dichloromethane and the liquors evaporated to dryness to give the title compound. The compound was used as such for the next step. 1H NMR (400 MHz, acetone-d6): δ 8.45 (m, 2H), 7.93 (d, 1H), 7.... Reactants: C(C)(C)(C)OC(=O)N1CCN(CC1)C=1N=NC(=C(C1)C1=CC=C(C=C1)Br)C(F)(F)F (4-[5-(4-bromophenyl)-6-trifluoromethyl-pyridazin-3-yl]-piperazine-1-carboxylic acid tert-butyl ester), trans-Pd(OAc)2(Cy2NH)2, C(C)(C)(C)OC(=O)N1CCN(CC1)C=1N=NC(=C(C1)C1=CC=C(C=C1)F)C(F)(F)F (4-[5-(4-Fluorophenyl)-6-trifluoromethyl-pyridazin-3-yl]-piperazine-1-carboxylic acid tert-butyl ester), FC1=CC=C(C=C1)B(O)O (4-fluorobenzeneboronic acid), P(=O)([O-])([O-])[O-].[K+].[K+].[K+] (potassium phosphate). Solvent: ClCCl (dichloromethane), O1CCOCC1 (dioxane). Product: C(C)(C)(C)OC(=O)N1CCN(CC1)C=1N=NC(=C(C1)C1=CC=C(C=C1)C1=CC=C(C=C1)F)C(F)(F)F (4-[5-(4′-Fluorobiphenyl-4-yl)-6-trifluoromethyl-pyridazin-3-yl]-piperazine-1-carboxylic acid tert-butyl ester). Isolated yield 56.0%. Reaction SMILES: [C:1]([O:5][C:6]([N:8]1[CH2:13][CH2:12][N:11]([C:14]2[N:15]=[N:16][C:17]([C:27]([F:30])([F:29])[F:28])=[C:18]([C:20]3[CH:25]=[CH:24][C:23](Br)=[CH:22][CH:21]=3)[CH:19]=2)[CH2:10][CH2:9]1)=[O:7])([CH3:4])([CH3:3])[CH3:2].C(OC(N1CCN(C2N=NC(C(F)(F)F)=C([C:50]3[CH:55]=[CH:54][C:53]([F:56])=[CH:52][CH:51]=3)C=2)CC1)=O)(C)(C)C.FC1C=CC(B(O)O)=CC=1.P([O-])([O-])([O-])=O.[K+].[K+].[K+]>O1CCOCC1.ClCCl>[C:1]([O:5][C:6]([N:8]1[CH2:13][CH2:12][N:11]([C:14]2[N:15]=[N:16][C:17]([C:27]([F:30])([F:29])[F:28])=[C:18]([C:20]3[CH:25]=[CH:24][C:23]([C:50]4[CH:55]=[CH:54][C:53]([F:56])=[CH:52][CH:51]=4)=[CH:22][CH:21]=3)[CH:19]=2)[CH2:10][CH2:9]1)=[O:7])([CH3:4])([CH3:3])[CH3:2] |f:3.4.5.6|. Procedure details: A mixture of 4-[5-(4-bromophenyl)-6-trifluoromethyl-pyridazin-3-yl]-piperazine-1-carboxylic acid tert-butyl ester (0.2 g, 0.41 mmol) (prepared by procedures similar to those described for D8), 4-fluorobenzeneboronic acid (0.069 g, 0.49 mmol), trans-Pd(OAc)2(Cy2NH)2 (0.015 g, 0.026 mmol), prepared by following the procedure described in Tao, B.; Boykin, D. W. Tetrahedron Lett. 2003, 44, 7993-7996, and potassium phosphate (0.261 g, 1.23 mmol) in dioxane (3 ml) was stirred at 80° C. overnight. The ... The reactants are FC(C1=CC=C2C(C(=O)OC(N2)=O)=C1)(F)F (5-(trifluoromethyl)isatoic acid anhydride), N(C)CC(=O)O (sarcosine), O (water). The solvent is CS(=O)C (dimethyl sulphoxide). Run at temperature 110 celsius, time 4 hour. Yields the product CN1CC(NC2=C(C1=O)C=C(C=C2)C(F)(F)F)=O (3,4-dihydro-4-methyl-7-(trifluoromethyl)-2H-1,4-benzodiazepine-2,5(1H)-dione). As a reaction SMILES: [F:1][C:2]([F:16])([F:15])[C:3]1[CH:14]=[C:7]2[C:8]([O:10][C:11](=O)[NH:12][C:6]2=[CH:5][CH:4]=1)=[O:9].[NH:17]([CH2:19]C(O)=O)[CH3:18].O>CS(C)=O>[CH3:18][N:17]1[C:8](=[O:9])[C:7]2[CH:14]=[C:3]([C:2]([F:16])([F:15])[F:1])[CH:4]=[CH:5][C:6]=2[NH:12][C:11](=[O:10])[CH2:19]1. Procedure: A suspension of 5.76 g (24.9 mmol) of 5-(trifluoromethyl)isatoic acid anhydride and 2.44 g (27.4 mmol) of sarcosine in 8 ml of dimethyl sulphoxide is stirred at 110° C. for 4 hours, subsequently poured into 70 ml of water and evaporated to dryness in vacuo. After column chromatography on silica gel using ethyl acetate/n-hexane (9:1) for the elution and recrystallization of the product from ethanol, there is obtained 3,4-dihydro-4-methyl-7-(trifluoromethyl)-2H-1,4-benzodiazepine-2,5(1H)-dione of ... Starting materials: CC1(C)CCCNC1, CS(=O)(=O)C(=C1CN(C(c2ccc(Cl)cc2)c2ccc(CCl)cc2)C1)c1cc(F)cc(F)c1, ClCCl. The product is CC1(C)CCCN(Cc2ccc(C(c3ccc(Cl)cc3)N3CC(=C(c4cc(F)cc(F)c4)S(C)(=O)=O)C3)cc2)C1. RXN SMILES: [CH3:34][C:35]1([CH3:41])[CH2:36][NH:37][CH2:38][CH2:39][CH2:40]1.[Cl:1][CH2:2][c:3]1[cH:4][cH:5][c:6]([CH:9]([N:10]2[CH2:11][C:12](=[C:14]([S:15](=[O:16])(=[O:17])[CH3:18])[c:19]3[cH:20][c:21]([F:26])[cH:22][c:23]([F:25])[cH:24]3)[CH2:13]2)[c:27]2[cH:28][cH:29][c:30]([Cl:33])[cH:31][cH:32]2)[cH:7][cH:8]1.[Cl:42][CH2:43][Cl:44]>>[CH2:2]([c:3]1[cH:4][cH:5][c:6]([CH:9]([N:10]2[CH2:11][C:12](=[C:14]([S:15](=[O:16])(=[O:17])[CH3:18])[c:19]3[cH:20][c:21]([F:26])[cH:22][c:23]([F:25])[cH:24]3)[CH2:13]2)[c:27]2[cH:28][cH:29][c:30]([Cl:33])[cH:31][cH:32]2)[cH:7][cH:8]1)[N:37]1[CH2:36][C:35]([CH3:34])([CH3:41])[CH2:40][CH2:39][CH2:38]1. Starting materials: CC(=O)O[BH-](OC(C)=O)OC(C)=O, CCNC(C)Cc1ccc(OC)cc1, ClCCCl, [Na+], O=CCN1CCCCCC1=O. The product is CCN(CCN1CCCCCC1=O)C(C)Cc1ccc(OC)cc1. As a reaction SMILES: [C:26]([O:27][BH-:28]([O:29][C:30](=[O:31])[CH3:32])[O:33][C:34](=[O:35])[CH3:36])(=[O:37])[CH3:38].[CH3:1][O:2][c:3]1[cH:4][cH:5][c:6]([CH2:9][CH:10]([CH3:11])[NH:12][CH2:13][CH3:14])[cH:7][cH:8]1.[Cl:40][CH2:41][CH2:42][Cl:43].[Na+:39].[O:15]=[C:16]1[N:17]([CH2:23][CH:24]=[O:25])[CH2:18][CH2:19][CH2:20][CH2:21][CH2:22]1>>[CH3:1][O:2][c:3]1[cH:4][cH:5][c:6]([CH2:9][CH:10]([CH3:11])[N:12]([CH2:13][CH3:14])[CH2:24][CH2:23][N:17]2[C:16](=[O:15])[CH2:22][CH2:21][CH2:20][CH2:19][CH2:18]2)[cH:7][cH:8]1. Starting materials: SC(C(=O)O)C.SC(C(=O)O)C.SC(C(=O)O)C.C(O)C(CC)(CO)CO (trimethylolpropane tris(mercaptopropionate)), ClN1C(CCC1=O)=O (N-chlorosuccinimide), C(Cl)(Cl)(Cl)Cl (carbon tetrachloride), C(Cl)(Cl)(Cl)Cl (carbon tetrachloride). Reaction conditions: time 5 hour. The product is S=CC(C(=O)O)Cl.S=CC(C(=O)O)Cl.S=CC(C(=O)O)Cl.C(O)C(CC)(CO)CO (trimethylolpropane tris(3-sulfenylchloropropionate)). RXN SMILES: [SH:1][CH:2](C)[C:3]([OH:5])=[O:4].[SH:7][CH:8](C)[C:9]([OH:11])=[O:10].SC(C)[C:15]([OH:17])=[O:16].[CH2:19]([C:21]([CH2:26][OH:27])([CH2:24][OH:25])[CH2:22][CH3:23])[OH:20].ClN1C(=O)CCC1=O.[C:36]([Cl:40])(Cl)(Cl)Cl>>[S:7]=[CH:8][CH:36]([Cl:40])[C:3]([OH:5])=[O:4].[S:1]=[CH:2][CH:36]([Cl:40])[C:9]([OH:11])=[O:10].[S:1]=[CH:2][CH:36]([Cl:40])[C:15]([OH:17])=[O:16].[CH2:19]([C:21]([CH2:26][OH:27])([CH2:24][OH:25])[CH2:22][CH3:23])[OH:20] |f:0.1.2.3,6.7.8.9|. Procedure: A solution of trimethylolpropane tris(mercaptopropionate) (4.0 grams, 0.010 mol.) in carbon tetrachloride (10 milliliters) was added dropwise to a slurry of N-chlorosuccinimide (4.15 grams, 0.031 mol.) and carbon tetrachloride (30 milliliters) in a 3-neck round bottom flask equipped with a magnetic stir-bar, nitrogen inlet, pressure-equalizing dropping funnel and a thermocouple. The exothermic reaction was controlled to less than 27° C. using an ice-bath. The mixture was allowed to stir at ambie... Starting materials: C(=O)([O-])[O-].[K+].[K+] (K2CO3), COC(C(=C)CBr)=O (2-bromomethyl-acrylic acid methyl ester), solution, CNC (dimethylamine), C1CCOC1 (THF). Solvent: CC#N (CH3CN). Reaction conditions: time 8 hour. Product: COC(C(=C)CN(C)C)=O (2-dimethylaminomethyl-acrylic acid methyl ester). As a reaction SMILES: [CH3:1][O:2][C:3](=[O:8])[C:4]([CH2:6]Br)=[CH2:5].[CH3:9][NH:10][CH3:11].C1COCC1.C([O-])([O-])=O.[K+].[K+]>CC#N>[CH3:1][O:2][C:3](=[O:8])[C:4]([CH2:6][N:10]([CH3:11])[CH3:9])=[CH2:5] |f:3.4.5|. Reported procedure: To a stirred solution of 2-bromomethyl-acrylic acid methyl ester (1 g, 5.59 mmol) in dry CH3CN (20 ml) was added 2M solution of dimethylamine in THF (3.07 ml, 6.14 mmol) followed by K2CO3 (0.93 g, 6.7 mmol). The reaction mixture was stirred overnight, filtered and washed with CH2Cl2. The filtrate was concentrated. The crude product was used in next reaction without further purification. Starting materials: CC(C)C(O)c1ccc(Br)cc1, C1COCCO1, O=c1cc(O)c2ccccc2o1. The product is CC(C)C(c1ccc(Br)cc1)c1c(O)c2ccccc2oc1=O. Reaction SMILES: [Br:13][c:14]1[cH:15][cH:16][c:17]([CH:20]([CH:21]([CH3:22])[CH3:23])[OH:24])[cH:18][cH:19]1.[O:25]1[CH2:26][CH2:27][O:28][CH2:29][CH2:30]1.[OH:1][c:2]1[cH:3][c:4](=[O:12])[o:5][c:6]2[cH:7][cH:8][cH:9][cH:10][c:11]12>>[OH:1][c:2]1[c:3]([CH:20]([c:17]2[cH:16][cH:15][c:14]([Br:13])[cH:19][cH:18]2)[CH:21]([CH3:22])[CH3:23])[c:4](=[O:12])[o:5][c:6]2[cH:7][cH:8][cH:9][cH:10][c:11]12.